This data is from the Open Reaction Database (ORD), a public repository of structured organic reaction records. The task is: describe an organic reaction: reactants, conditions, products, and yield Reactants: CCOC(=O)C=C(C)C=CC(F)=C(C)c1cc(C(C)C)cc2c1N(CC)CCC2(C)C, C1CCOC1, CCO, [Na+], [OH-]. The product is CCCN1CCC(C)(C)c2cc(C(C)C)cc(C(C)=C(F)C=CC(C)=CC(=O)OCC)c21. As a reaction SMILES: [CH2:1]([CH3:2])[O:3][C:4]([CH:5]=[C:6]([CH:7]=[CH:8][C:9](=[C:10]([CH3:11])[c:12]1[cH:13][c:14]([CH:26]([CH3:27])[CH3:28])[cH:15][c:16]2[c:21]1[N:20]([CH2:22][CH3:23])[CH2:19][CH2:18][C:17]2([CH3:24])[CH3:25])[F:29])[CH3:30])=[O:31].[CH2:37]1[O:38][CH2:39][CH2:40][CH2:41]1.[CH3:32][CH2:33][OH:34].[Na+:36].[OH-:35]>>[CH2:1]([CH3:2])[O:3][C:4]([CH:5]=[C:6]([CH:7]=[CH:8][C:9](=[C:10]([CH3:11])[c:12]1[cH:13][c:14]([CH:26]([CH3:27])[CH3:28])[cH:15][c:16]2[c:21]1[N:20]([CH2:22][CH2:23][CH3:32])[CH2:19][CH2:18][C:17]2([CH3:24])[CH3:25])[F:29])[CH3:30])=[O:31]. Starting materials: C[O-].[Na+] (sodium methoxide), CO (methanol), BrC=1C=NC=C(C1)Br (3,5-dibromopyridine). The solvent is CN(C)C=O (DMF). Conditions: temperature 70 celsius, time 8 hour. Yields the product BrC=1C=NC=C(C1)OC (3-bromo-5-methoxypyridine). The yield is 93.0%. As a reaction SMILES: [Br:1][C:2]1[CH:3]=[N:4][CH:5]=[C:6](Br)[CH:7]=1.[CH3:9][O-:10].[Na+].CO>CN(C=O)C>[Br:1][C:2]1[CH:3]=[N:4][CH:5]=[C:6]([O:10][CH3:9])[CH:7]=1 |f:1.2|. Procedure details: A solution of 3,5-dibromopyridine (134a, 20 g, 84.4 mmol) in DMF (200 mL) was stirred at RT under nitrogen atmosphere and then 21.3 mL of sodium methoxide (25% by wt. in methanol (92.8 mmol) was added slowly. The reaction mixture was stirred overnight at 70° C. under N2. The reaction was cooled to RT and quenched with water (200 mL) and extracted with Et2O (2×200 mL). The combined organic extracts was washed with brine, dried (MgSO4) and concentrated in vacuo. The crude 3-bromo-5-methoxypyridine... The reactants are FC(C(=O)O)(F)F.FC(C(=O)O)(F)F.FC(C(=O)O)(F)F.ClC=1C=NC=2NC=3C=NC=C(CCC4=C(C=CC(NC1N2)=C4)OCCC4CCNCC4)C3 (6-chloro-12-(2-piperidin-4-ylethoxy)-2,4,8,18,22-pentaazatetracyclo[14.3.1.1(3,7).1(9,13)]docosa-1(20),3(22),4,6,9(21),10,12,16,18-nonaene tris(trifluoroacetate)), C1(=CC=CC=C1)N=C=O (phenyl isocyanate). Yields the product FC(C(=O)O)(F)F.FC(C(=O)O)(F)F.ClC=1C=NC=2NC=3C=NC=C(CCC4=C(C=CC(NC1N2)=C4)OCCC4CCN(CC4)C(=O)NC4=CC=CC=C4)C3 (4-(2-{[6-Chloro-2,4,8,18,22-pentaazatetracyclo[14.3.1.1(3,7).1(9,13)]docosa-1(20),3(22),4,6,9(21),10,12,16,18-nonaen-12-yl]oxy}ethyl)-N-phenylpiperidine-1-carboxamide bis(trifluoroacetate)). Yield: 50.0%. Reaction SMILES: [F:1][C:2]([F:7])([F:6])[C:3]([OH:5])=[O:4].[F:8][C:9]([F:14])([F:13])[C:10]([OH:12])=[O:11].FC(F)(F)C(O)=O.[Cl:22][C:23]1[CH:24]=[N:25][C:26]2[NH:27][C:28]3[CH:29]=[N:30][CH:31]=[C:32]([CH:53]=3)[CH2:33][CH2:34][C:35]3[CH:43]=[C:39]([NH:40][C:41]=1[N:42]=2)[CH:38]=[CH:37][C:36]=3[O:44][CH2:45][CH2:46][CH:47]1[CH2:52][CH2:51][NH:50][CH2:49][CH2:48]1.[C:54]1([N:60]=[C:61]=[O:62])[CH:59]=[CH:58][CH:57]=[CH:56][CH:55]=1>>[F:1][C:2]([F:7])([F:6])[C:3]([OH:5])=[O:4].[F:8][C:9]([F:14])([F:13])[C:10]([OH:12])=[O:11].[Cl:22][C:23]1[CH:24]=[N:25][C:26]2[NH:27][C:28]3[CH:29]=[N:30][CH:31]=[C:32]([CH:53]=3)[CH2:33][CH2:34][C:35]3[CH:43]=[C:39]([NH:40][C:41]=1[N:42]=2)[CH:38]=[CH:37][C:36]=3[O:44][CH2:45][CH2:46][CH:47]1[CH2:48][CH2:49][N:50]([C:61]([NH:60][C:54]2[CH:59]=[CH:58][CH:57]=[CH:56][CH:55]=2)=[O:62])[CH2:51][CH2:52]1 |f:0.1.2.3,5.6.7|. Procedure: The desired compound was prepared according to the procedure of Example D41 using 6-chloro-12-(2-piperidin-4-ylethoxy)-2,4,8,18,22-pentaazatetracyclo[14.3.1.1(3,7).1(9,13)]docosa-1(20),3(22),4,6,9(21),10,12,16,18-nonaene tris(trifluoroacetate) and phenyl isocyanate as the starting materials in 50% yield. LCMS for C31H33ClN7O2 (M+H)+: m/z=570.1. Reactants: [Sn](Cl)(Cl)(Cl)Cl (tin chloride), N(=O)[O-].[Na+] (sodium nitrite), ClC1=C(C=C(N)C=C1)OC (4-chloro-3-methoxy aniline). The solvent is Cl (hydrochloric acid), O (water), O (water), O (water), Cl (hydrochloric acid). Reaction conditions: temperature 0 celsius, time 30 minute. The product is ClC1=C(C=C(C=C1)NN)OC ((4-Chloro-3-methoxyphenyl)hydrazine). Reaction SMILES: [N:1]([O-])=O.[Na+].[Cl:5][C:6]1[CH:12]=[CH:11][C:9]([NH2:10])=[CH:8][C:7]=1[O:13][CH3:14].[Sn](Cl)(Cl)(Cl)Cl>O.Cl>[Cl:5][C:6]1[CH:12]=[CH:11][C:9]([NH:10][NH2:1])=[CH:8][C:7]=1[O:13][CH3:14] |f:0.1|. Reported procedure: Concentrated hydrochloric acid (12 mL) and a solution of sodium nitrite (1.7 g, 24.4 mmol) in water (8 mL) were added to a solution of 4-chloro-3-methoxy aniline (3.86 g, 24.4 mmol) in water (8 mL), at −10° C. The mixture was stirred for 30 minutes and was then added to solution of tin chloride (14.89 g, 66 mmol) in concentrated hydrochloric acid (24 mL) and water (24 mL), cooled to 0° C. The reaction mixture was stirred for 18 hours, allowing the temperature to rise to 25° C. The resulting prec... Reactants: C(C)OC(=O)C1OC2=C(O1)C=C(C(=C2)S(=O)(=O)C2=CC=CC=C2)C (5-phenylsulphonyl-6-methyl-1,3-benzodioxole-2-carboxylic acid ethyl ester), N (ammonia). Run in O1CCOCC1 (dioxan). Product: C1(=CC=CC=C1)S(=O)(=O)C1=CC2=C(OC(O2)C(=O)N)C=C1C (5-phenylsulphonyl-6-methyl-1,3-benzodioxole-2-carboxylic acid amide). Reaction SMILES: C([O:3][C:4]([CH:6]1[O:10][C:9]2[CH:11]=[C:12]([CH3:24])[C:13]([S:15]([C:18]3[CH:23]=[CH:22][CH:21]=[CH:20][CH:19]=3)(=[O:17])=[O:16])=[CH:14][C:8]=2[O:7]1)=O)C.[NH3:25]>O1CCOCC1>[C:18]1([S:15]([C:13]2[C:12]([CH3:24])=[CH:11][C:9]3[O:10][CH:6]([C:4]([NH2:25])=[O:3])[O:7][C:8]=3[CH:14]=2)(=[O:17])=[O:16])[CH:23]=[CH:22][CH:21]=[CH:20][CH:19]=1. Procedure: 34.8 g (0.1 mol) of 5-phenylsulphonyl-6-methyl-1,3-benzodioxole-2-carboxylic acid ethyl ester (from Example 2) are dissolved in 350 ml of dioxan (absolute) and treated in a pressure autoclave with approximately 20 g of ammonia gas. The reaction mixture is heated for 10 hours at 80° in the autoclave, the pressure is released, and the solution is concentrated to dryness by evaporation under reduced pressure. The residue is recrystallised from 120 ml of ethanol, yielding colourless crystals of 5-ph... The reactants are ClCCl, CC(=Cc1ccc(CO)cc1)c1ccc2c(c1)C(C)(C)CCO2. Yields the product CC(=Cc1ccc(C=O)cc1)c1ccc2c(c1)C(C)(C)CCO2. RXN SMILES: [CH2:24]([Cl:25])[Cl:26].[CH3:1][C:2]1([CH3:23])[CH2:3][CH2:4][O:5][c:6]2[c:7]1[cH:8][c:9]([C:12](=[CH:13][c:14]1[cH:15][cH:16][c:17]([CH2:18][OH:19])[cH:20][cH:21]1)[CH3:22])[cH:10][cH:11]2>>[CH3:1][C:2]1([CH3:23])[CH2:3][CH2:4][O:5][c:6]2[c:7]1[cH:8][c:9]([C:12](=[CH:13][c:14]1[cH:15][cH:16][c:17]([CH:18]=[O:19])[cH:20][cH:21]1)[CH3:22])[cH:10][cH:11]2. Reactants: C(C1=CC=CC=C1)OC(=O)Cl (benzyloxycarbonyl chloride), [OH-].[Na+] (sodium hydroxide), C1=NC=CC=2C(=CC=CC12)S(=O)(=O)N[C@@H](CC1=CC=C(C=C1)OS(=O)(=O)C=1C=2C=CN=CC2C=CC1)C(=O)N1CCNCC1 (1-[N,O-Bis(5-Isoquinolinesulfonyl)Tyrosyl]Piperazine), [Cl-].[Na+] (sodium chloride). The solvent is C(C)N(CC)CC (triethylamine), C(Cl)Cl (methylene chloride), CO (methanol). Product: C(C1=CC=CC=C1)OC(=O)N1CCN(CC1)C([C@@H](NS(=O)(=O)C=1C=2C=CN=CC2C=CC1)CC1=CC=C(C=C1)O)=O (1-Benzyloxycarbonyl-4-[N-(5-Isoquinolinesulfonyl)Tyrosyl]Piperazine). RXN SMILES: [CH:1]1[C:10]2[CH:9]=[CH:8][CH:7]=[C:6]([S:11]([NH:14][C@H:15]([C:37]([N:39]3[CH2:44][CH2:43][NH:42][CH2:41][CH2:40]3)=[O:38])[CH2:16][C:17]3[CH:22]=[CH:21][C:20]([O:23]S(C4C5C=CN=CC=5C=CC=4)(=O)=O)=[CH:19][CH:18]=3)(=[O:13])=[O:12])[C:5]=2[CH:4]=[CH:3][N:2]=1.[CH2:45]([O:52][C:53](Cl)=[O:54])[C:46]1[CH:51]=[CH:50][CH:49]=[CH:48][CH:47]=1.[Cl-].[Na+].[OH-].[Na+]>C(Cl)Cl.CO.C(N(CC)CC)C>[CH2:45]([O:52][C:53]([N:42]1[CH2:41][CH2:40][N:39]([C:37](=[O:38])[C@H:15]([CH2:16][C:17]2[CH:18]=[CH:19][C:20]([OH:23])=[CH:21][CH:22]=2)[NH:14][S:11]([C:6]2[C:5]3[CH:4]=[CH:3][N:2]=[CH:1][C:10]=3[CH:9]=[CH:8][CH:7]=2)(=[O:12])=[O:13])[CH2:44][CH2:43]1)=[O:54])[C:46]1[CH:51]=[CH:50][CH:49]=[CH:48][CH:47]=1 |f:2.3,4.5|. Procedure: 620 mg of the crude product obtained in Example 28 was dissolved in 10 ml of methylene chloride, and to the solution were sequentially added 0.29 ml of benzyloxycarbonyl chloride and 3.04 ml of triethylamine with ice cooling. After stirring for two hours with ice cooling, 40 ml of saturated sodium chloride aqueous solution was added to the reaction mixture, which was then extracted twice with 20 ml of chloroform, and the extract was dried over magnesium sulfate and concentrated under a reduced p...